This data is from the Open Reaction Database (ORD), a public repository of structured organic reaction records. The task is: describe an organic reaction: reactants, conditions, products, and yield Reactants: O=C([O-])[O-], CCOC(=O)c1cc2c(C)ccc(O)c2n1C, CN(C)C=O, [I-], [K+], [K+], [K+], O. Product: CCOC(=O)c1cc2c(C)ccc(OC)c2n1C. RXN SMILES: [C:18](=[O:19])([O-:20])[O-:21].[CH3:1][n:2]1[c:3]([C:13](=[O:14])[O:15][CH2:16][CH3:17])[cH:4][c:5]2[c:6]([CH3:12])[cH:7][cH:8][c:9]([OH:11])[c:10]12.[CH3:26][N:27]([CH3:28])[CH:29]=[O:30].[I-:25].[K+:22].[K+:23].[K+:24].[OH2:31]>>[CH3:1][n:2]1[c:3]([C:13](=[O:14])[O:15][CH2:16][CH3:17])[cH:4][c:5]2[c:6]([CH3:12])[cH:7][cH:8][c:9]([O:11][CH3:18])[c:10]12.